From a dataset of the Open Reaction Database (ORD), a public repository of structured organic reaction records. describe an organic reaction: reactants, conditions, products, and yield RXN SMILES: [CH:19]1([N:20]=[C:21]=[N:22][CH:23]2[CH2:24][CH2:25][CH2:26][CH2:27][CH2:28]2)[CH2:29][CH2:30][CH2:31][CH2:32][CH2:33]1.[Cl:54][CH2:55][Cl:56].[NH2:34][c:35]1[cH:36][n:37][c:38]2[c:39]([CH3:53])[cH:40][c:41]([CH3:52])[cH:42][c:43]2[c:44]1-[c:45]1[c:46]([Cl:51])[cH:47][cH:48][cH:49][cH:50]1.[OH:1][c:2]1[c:3]([CH3:18])[c:4]2[c:9]([c:10]([CH3:13])[c:11]1[CH3:12])[O:8][C:7]([C:14](=[O:15])[OH:16])([CH3:17])[CH2:6][CH2:5]2>>[OH:1][c:2]1[c:3]([CH3:18])[c:4]2[c:9]([c:10]([CH3:13])[c:11]1[CH3:12])[O:8][C:7]([C:14](=[O:15])[NH:34][c:35]1[cH:36][n:37][c:38]3[c:39]([CH3:53])[cH:40][c:41]([CH3:52])[cH:42][c:43]3[c:44]1-[c:45]1[c:46]([Cl:51])[cH:47][cH:48][cH:49][cH:50]1)([CH3:17])[CH2:6][CH2:5]2. Reactants: C(=NC1CCCCC1)=NC1CCCCC1, ClCCl, Cc1cc(C)c2ncc(N)c(-c3ccccc3Cl)c2c1, Cc1c(C)c2c(c(C)c1O)CCC(C)(C(=O)O)O2. Yields the product Cc1cc(C)c2ncc(NC(=O)C3(C)CCc4c(C)c(O)c(C)c(C)c4O3)c(-c3ccccc3Cl)c2c1.